From a dataset of the Open Reaction Database (ORD), a public repository of structured organic reaction records. describe an organic reaction: reactants, conditions, products, and yield Starting materials: ClC1=C2C(=NC(=C1)C=1C(=C(C#N)C=CC1)F)N(N=C2)C (3-(4-Chloro-1-methyl-1H-pyrazolo[3,4-b]pyridin-6-yl)-2-fluorobenzonitrile), C(C)(=O)NO (acetohydroxamic acid), CC(=O)NO (CH3C(O)NHOH), C([O-])([O-])=O.[K+].[K+] (potassium carbonate). Solvent: CN(C=O)C (dimethylformamide). Reaction conditions: temperature 50 celsius. Product: ClC1=C2C(=NC(=C1)C1=CC=CC=3C(=NOC31)N)N(N=C2)C (7-(4-Chloro-1-methyl-1H-pyrazolo[3,4-b]pyridin-6-yl)benzo[d]isoxazol-3-amine). The yield is 40.0%. As a reaction SMILES: [Cl:1][C:2]1[CH:7]=[C:6]([C:8]2C(F)=[C:10]([CH:13]=[CH:14][CH:15]=2)[C:11]#[N:12])[N:5]=[C:4]2[N:17]([CH3:20])[N:18]=[CH:19][C:3]=12.C([NH:24]O)(=O)C.[C:26](=[O:29])([O-])[O-].[K+].[K+]>CN(C)C=O>[Cl:1][C:2]1[CH:7]=[C:6]([C:8]2[C:26]3[O:29][N:24]=[C:11]([NH2:12])[C:10]=3[CH:13]=[CH:14][CH:15]=2)[N:5]=[C:4]2[N:17]([CH3:20])[N:18]=[CH:19][C:3]=12 |f:2.3.4|. Reported procedure: 3-(4-Chloro-1-methyl-1H-pyrazolo[3,4-b]pyridin-6-yl)-2-fluorobenzonitrile 15 (90 mg, 0.299 mmol) was added to a mixture of acetohydroxamic acid, CH3C(O)NHOH (0.0675 g, 0.899 mmol) and potassium carbonate (0.145 g, 1.049 mmol) in 4 mL dimethylformamide and the resultant reaction mixture was heated for 2 hours at 50° C. The solvent was removed, diluted with ethyl acetate and washed with saturated sodium bicarbonate (1×20 mL) followed by brine (1×20 mL), dried over anhydrous sodium sulfate, concent... The reactants are CCOC(=O)C1(NC(=O)c2ccc(C(C)C)cc2C(C)C)Cc2ccccc2C1, CCO, [K+], [OH-], O. The product is CC(C)c1ccc(C(=O)NC2(C(=O)O)Cc3ccccc3C2)c(C(C)C)c1. As a reaction SMILES: [CH2:1]([CH3:2])[O:3][C:4](=[O:5])[C:6]1([NH:15][C:16]([c:17]2[c:18]([CH:26]([CH3:27])[CH3:28])[cH:19][c:20]([CH:23]([CH3:24])[CH3:25])[cH:21][cH:22]2)=[O:29])[CH2:7][c:8]2[cH:9][cH:10][cH:11][cH:12][c:13]2[CH2:14]1.[CH3:33][CH2:34][OH:35].[K+:31].[OH-:30].[OH2:32]>>[O:3]=[C:4]([OH:5])[C:6]1([NH:15][C:16]([c:17]2[c:18]([CH:26]([CH3:27])[CH3:28])[cH:19][c:20]([CH:23]([CH3:24])[CH3:25])[cH:21][cH:22]2)=[O:29])[CH2:7][c:8]2[cH:9][cH:10][cH:11][cH:12][c:13]2[CH2:14]1. Reactants: S(O)(O)(=O)=O (sulfuric acid), ClC=1C=C(C=CC1Cl)C1CCC(C2=CC=CC=C12)O (4-(3,4-dichlorophenyl)-1,2,3,4-tetrahydro-naphthalen-1-ol), CC(OCC)=O (EA). The solvent is C1(=CC=CC=C1)C (toluene). Conditions: temperature 100 celsius, time 3 hour. The product is ClC=1C=C(C=CC1Cl)C1CC=CC2=CC=CC=C12 (1-(3,4-dichlorophenyl)-1,2-dihydronaphthalene). Isolated yield 84.4%. As a reaction SMILES: [Cl:1][C:2]1[CH:3]=[C:4]([CH:9]2[C:18]3[C:13](=[CH:14][CH:15]=[CH:16][CH:17]=3)[CH:12](O)[CH2:11][CH2:10]2)[CH:5]=[CH:6][C:7]=1[Cl:8].S(=O)(=O)(O)O.CC(=O)OCC>C1(C)C=CC=CC=1>[Cl:1][C:2]1[CH:3]=[C:4]([CH:9]2[C:18]3[C:13](=[CH:14][CH:15]=[CH:16][CH:17]=3)[CH:12]=[CH:11][CH2:10]2)[CH:5]=[CH:6][C:7]=1[Cl:8]. Procedure: To a solution of the crude alcohol 2 (53 g) in toluene (500 mL) was added silica gel coated with sulfuric acid (3%, 14 g). The mixture was heated to 100° C. and monitored by TLC (prod Rf (25 EA/hex)=0.58). After three hours, the mixture was filtered. The organic phase was washed with water and sodium bicarbonate solution, dried (Na2SO4), and evaporated to give the alkene 3 (42 g, 84%) as a pale-brown solid. TLC Rf (25 EA/hex)=0.58. GC-MS Rt=13.55 min, m/z=274 (M+). 1H NMR (CDCl3, δ): 7.4-6.7 (m,... Reactants: CCOC(=O)CCc1ccc(NCc2ccc(OCC(C)C)c(Cn3nc(C(C)(C)C)cc3C(C)(C)C)c2)cc1F, CO, CCOC(C)=O, Cl, [Na+], C1CCOC1, [OH-]. Yields the product CC(C)COc1ccc(CNc2ccc(CCC(=O)O)c(F)c2)cc1Cn1nc(C(C)(C)C)cc1C(C)(C)C. RXN SMILES: [C:1]([CH3:2])([CH3:3])([CH3:4])[c:5]1[n:6][n:7]([CH2:14][c:15]2[cH:16][c:17]([CH2:18][NH:19][c:20]3[cH:21][c:22]([F:33])[c:23]([CH2:26][CH2:27][C:28](=[O:29])[O:30][CH2:31][CH3:32])[cH:24][cH:25]3)[cH:34][cH:35][c:36]2[O:37][CH2:38][CH:39]([CH3:40])[CH3:41])[c:8]([C:10]([CH3:11])([CH3:12])[CH3:13])[cH:9]1.[CH3:42][OH:43].[CH3:47][CH2:48][O:49][C:50](=[O:51])[CH3:52].[ClH:46].[Na+:45].[O:53]1[CH2:54][CH2:55][CH2:56][CH2:57]1.[OH-:44]>>[C:1]([CH3:2])([CH3:3])([CH3:4])[c:5]1[n:6][n:7]([CH2:14][c:15]2[cH:16][c:17]([CH2:18][NH:19][c:20]3[cH:21][c:22]([F:33])[c:23]([CH2:26][CH2:27][C:28](=[O:29])[OH:30])[cH:24][cH:25]3)[cH:34][cH:35][c:36]2[O:37][CH2:38][CH:39]([CH3:40])[CH3:41])[c:8]([C:10]([CH3:11])([CH3:12])[CH3:13])[cH:9]1.